Dataset: the Open Reaction Database (ORD), a public repository of structured organic reaction records. Task: describe an organic reaction: reactants, conditions, products, and yield Reactants: C12C(C3CC(CC(C1)C3)C2)N2NC(C2=O)(C)C (2-(Adamantan-2-yl)-4,4-dimethyl-1,2-diazetidin-3-one), FC1=CC=C(CBr)C=C1 (4-fluorobenzyl bromide). The product is FC1=CC=C(CN2N(C(C2(C)C)=O)C2C3CC4CC(CC2C4)C3)C=C1 (1-(4-fluorobenzyl)-4,4-dimethyl-2-(adamantan-2-yl)-1,2-diazetidin-3-one). As a reaction SMILES: [CH:1]12[CH2:10][CH:5]3[CH2:6][CH:7]([CH2:9][CH:3]([CH2:4]3)[CH:2]1[N:11]1[C:14](=[O:15])[C:13]([CH3:17])([CH3:16])[NH:12]1)[CH2:8]2.[F:18][C:19]1[CH:26]=[CH:25][C:22]([CH2:23]Br)=[CH:21][CH:20]=1>>[F:18][C:19]1[CH:26]=[CH:25][C:22]([CH2:23][N:12]2[C:13]([CH3:17])([CH3:16])[C:14](=[O:15])[N:11]2[CH:2]2[CH:3]3[CH2:4][CH:5]4[CH2:6][CH:7]([CH2:8][CH:1]2[CH2:10]4)[CH2:9]3)=[CH:21][CH:20]=1. Procedure: 2-(Adamantan-2-yl)-4,4-dimethyl-1,2-diazetidin-3-one and 4-fluorobenzyl bromide were used for a similar reaction and treatment as Process 6 of Example 1, and the title compound was obtained as a white crystalline powder.